Task: describe an organic reaction: reactants, conditions, products, and yield. Dataset: the Open Reaction Database (ORD), a public repository of structured organic reaction records Starting materials: COC(C(C1=CC=C(C=C1)OCC1=NC2=CC=CC=C2C=C1)=O)=O (4-[(2-quinolinyl)methoxy]-alpha-oxobenzeneacetic acid methyl ester), [OH-].[Na+] (sodium hydroxide). Run in CO (methanol), O1CCCC1 (tetrahydrofuran). Conditions: time 5 minute. Product: N1=C(C=CC2=CC=CC=C12)COC1=CC=C(C=C1)C(C(=O)O)=O (4-[(2-quinolinyl)methoxy]-alpha-oxo-benzeneacetic acid). Isolated yield 43.7%. As a reaction SMILES: C[O:2][C:3](=[O:24])[C:4](=[O:23])[C:5]1[CH:10]=[CH:9][C:8]([O:11][CH2:12][C:13]2[CH:22]=[CH:21][C:20]3[C:15](=[CH:16][CH:17]=[CH:18][CH:19]=3)[N:14]=2)=[CH:7][CH:6]=1.[OH-].[Na+]>CO.O1CCCC1>[N:14]1[C:15]2[C:20](=[CH:19][CH:18]=[CH:17][CH:16]=2)[CH:21]=[CH:22][C:13]=1[CH2:12][O:11][C:8]1[CH:9]=[CH:10][C:5]([C:4](=[O:23])[C:3]([OH:24])=[O:2])=[CH:6][CH:7]=1 |f:1.2|. Procedure: A solution of 4-[(2-quinolinyl)methoxy]-alpha-oxobenzeneacetic acid methyl ester (0.34 g) in methanol (2 mL) and tetrahydrofuran (8 mL) was treated with 1N sodium hydroxide (1.1 mL) and a white precipitate formed. After 5 minutes, the reaction mixture was concentrated and the residue was acidified with excess hydrochloric acid. The residue was triturated with water (25 mL) and dichloromethane-tetrahydrofuran (150 mL, 9:1) and the solids were crystallized twice from dimethylsulfoxide-acetonitrile... Reactants: FC(C=1C=C(C(=O)N2CC(C(CC2)N2CCN(CC2)C(C(F)(F)F)=O)C2=CC=C(C=C2)C)C=C(C1)C(F)(F)F)(F)F (1-{4-[1-(3,5-bis-trifluoromethyl-benzoyl)-3-p-tolyl-piperidin-4-yl]-piperazin-1-yl}-2,2,2-trifluoro-ethanone), N1(CCOCC1)C(=O)Cl (4-morpholine carbonyl chloride). Solvent: C(Cl)(Cl)Cl (chloroform). Yields the product FC(C=1C=C(C=C(C1)C(F)(F)F)C(=O)N1CC(C(CC1)N1CCN(CC1)C(=O)N1CCOCC1)C1=CC=C(C=C1)C)(F)F ((−)-(3,5-Bis-trifluoromethyl-phenyl)-{4-[4-(morpholine-4-carbonyl)-piperazin-1-yl]-3-p-tolyl-piperidin-1-yl}-methanone). As a reaction SMILES: [F:1][C:2]([F:41])([F:40])[C:3]1[CH:4]=[C:5]([CH:33]=[C:34]([C:36]([F:39])([F:38])[F:37])[CH:35]=1)[C:6]([N:8]1[CH2:13][CH2:12][CH:11]([N:14]2[CH2:19][CH2:18][N:17]([C:20](=[O:25])C(F)(F)F)[CH2:16][CH2:15]2)[CH:10]([C:26]2[CH:31]=[CH:30][C:29]([CH3:32])=[CH:28][CH:27]=2)[CH2:9]1)=[O:7].[N:42]1(C(Cl)=O)[CH2:47][CH2:46][O:45][CH2:44][CH2:43]1>C(Cl)(Cl)Cl>[F:1][C:2]([F:41])([F:40])[C:3]1[CH:4]=[C:5]([C:6]([N:8]2[CH2:13][CH2:12][CH:11]([N:14]3[CH2:15][CH2:16][N:17]([C:20]([N:42]4[CH2:47][CH2:46][O:45][CH2:44][CH2:43]4)=[O:25])[CH2:18][CH2:19]3)[CH:10]([C:26]3[CH:31]=[CH:30][C:29]([CH3:32])=[CH:28][CH:27]=3)[CH2:9]2)=[O:7])[CH:33]=[C:34]([C:36]([F:39])([F:37])[F:38])[CH:35]=1. Procedure details: The title compound, MS: m/e=613.2 (M+H+), [α]58920=−10.99 (c=0.4369, chloroform), was prepared in accordance with the general method of example 102 (part1) and example 38 from (−)-(1-{4-[1-(3,5-bis-trifluoromethyl-benzoyl)-3-p-tolyl-piperidin-4-yl]-piperazin-1-yl}-2,2,2-trifluoro-ethanone and 4-morpholine carbonyl chloride. As a reaction SMILES: [Cl:1][C:2]1[CH:3]=[C:4]([CH:9]2[CH2:14][N:13]([C:15](=[O:24])[C:16]3[CH:21]=[C:20]([CH3:22])[CH:19]=[C:18]([CH3:23])[CH:17]=3)[CH2:12][CH2:11][N:10]2[C:25](=[O:42])[CH2:26][NH:27][CH:28]2[CH2:33][CH2:32][N:31]([CH2:34][C:35]3[CH:40]=[CH:39][CH:38]=[CH:37][CH:36]=3)[CH2:30][CH:29]2[CH3:41])[CH:5]=[CH:6][C:7]=1[Cl:8].Br[CH2:44]C(N1CCN(C(=O)C2C=C(C)C=C(C)C=2)CC1C1C=CC(Cl)=C(Cl)C=1)=O.C(N1C2CCC1CC(=O)C2)C1C=CC=CC=1.[BH3-]C#N.[Na+]>O>[NH3:10].[Cl:1][C:2]1[CH:3]=[C:4]([CH:9]2[CH2:14][N:13]([C:15](=[O:24])[C:16]3[CH:21]=[C:20]([CH3:22])[CH:19]=[C:18]([CH3:23])[CH:17]=3)[CH2:12][CH2:11][N:10]2[C:25](=[O:42])[CH2:26][NH:27][CH:28]2[CH2:44][CH:30]3[N:31]([CH2:34][C:35]4[CH:40]=[CH:39][CH:38]=[CH:37][CH:36]=4)[CH:32]([CH2:41][CH2:29]3)[CH2:33]2)[CH:5]=[CH:6][C:7]=1[Cl:8] |f:3.4|. Yields the product N (NH3), ClC=1C=C(C=CC1Cl)C1N(CCN(C1)C(C1=CC(=CC(=C1)C)C)=O)C(CNC1CC2CCC(C1)N2CC2=CC=CC=C2)=O (2-(3,4-dichlorophenyl)-4-(3,5-dimethylbenzoyl)-1-[[[8-(phenylmethyl)-8-azabicyclo[3.2.1]oct-3-yl]amino]acetyl]piperazine). The reactants are Ti(O-i Pr)4, C(C1=CC=CC=C1)N1C2CC(CC1CC2)=O (8-benzyl-8-azabicyclo[3.2.1]octan-3-one), ClC=1C=C(C=CC1Cl)C1N(CCN(C1)C(C1=CC(=CC(=C1)C)C)=O)C(CNC1C(CN(CC1)CC1=CC=CC=C1)C)=O ((+,-)-2-(3,4-dichlorophenyl)-4-[3,5-dimethylbenzoyl]-1-[[[3-methyl-1-(phenylmethyl)-4-piperidinyl]amino]acetyl]piperazine), BrCC(=O)N1C(CN(CC1)C(C1=CC(=CC(=C1)C)C)=O)C1=CC(=C(C=C1)Cl)Cl ((+,-)-bromoacetyl-2-(3,4-dichlorophenyl)-4-(3,5-dimethylbenzoyl)piperazine), [BH3-]C#N.[Na+] (NaBH3CN). Reported procedure: By an analogous method to that described in Example 16, the product from Example 16, compound 3 (185 mg, 0.44 mmol) was combined with 8-benzyl-8-azabicyclo[3.2.1]octan-3-one (97 mg, 0.45 mmol) and Ti(O-i Pr)4 (105 mL, 0.50 mmol) and left stirring for 1 h. To the thick reaction mixture was added NaBH3CN (59.5 mg, 0.95 mmol) and the mixture was stirred overnight. To the reaction mixture was added H2O (1 mL) and it was filtered. The filtrate was washed with EtOH, concentrated and purified by silica... Run in O (H2O). Reaction conditions: time 1 hour. Starting materials: CCn1c(-c2ccc(OC)c(OC)c2)cc(=S)n(C)c1=O, CI, Cc1cc(C)c(N)c(C)c1, C1CCOC1. Yields the product CCn1c(-c2ccc(OC)c(OC)c2)cc(=Nc2c(C)cc(C)cc2C)n(C)c1=O. Reaction SMILES: [CH3:1][O:2][c:3]1[cH:4][c:5](-[c:11]2[cH:12][c:13](=[S:21])[n:14]([CH3:20])[c:15](=[O:19])[n:16]2[CH2:17][CH3:18])[cH:6][cH:7][c:8]1[O:9][CH3:10].[CH3:22][I:23].[CH3:24][c:25]1[c:26]([NH2:27])[c:28]([CH3:33])[cH:29][c:30]([CH3:32])[cH:31]1.[O:34]1[CH2:35][CH2:36][CH2:37][CH2:38]1>>[CH3:1][O:2][c:3]1[cH:4][c:5](-[c:11]2[cH:12][c:13](=[N:27][c:26]3[c:25]([CH3:24])[cH:31][c:30]([CH3:32])[cH:29][c:28]3[CH3:33])[n:14]([CH3:20])[c:15](=[O:19])[n:16]2[CH2:17][CH3:18])[cH:6][cH:7][c:8]1[O:9][CH3:10]. Starting materials: [Br-], CC(C)[O-], CC(C)[O-], CC(C)[O-], Cc1cc(C)cc([Mg+])c1, Cl[Ti+3]. The product is CC(C)[O-], CC(C)[O-], CC(C)[O-], Cc1cc(C)cc([Ti+3])c1. As a reaction SMILES: [Br-:1].[CH3:11][CH:12]([O-:13])[CH3:14].[CH3:15][CH:16]([O-:17])[CH3:18].[CH3:19][CH:20]([O-:21])[CH3:22].[CH3:2][c:3]1[cH:4][c:5]([Mg+:10])[cH:6][c:7]([CH3:9])[cH:8]1.[Cl:23][Ti+3:24]>>[CH3:11][CH:12]([O-:13])[CH3:14].[CH3:15][CH:16]([O-:17])[CH3:18].[CH3:19][CH:20]([O-:21])[CH3:22].[CH3:2][c:3]1[cH:4][c:5]([Ti+3:24])[cH:6][c:7]([CH3:9])[cH:8]1. Starting materials: C(C1=CC=CC=C1)OC1=CC(=C(C(=O)O)C=C1)C (4-benzyloxy-2-methyl-benzoic acid), N1(CCCC1)[C@H]1CN(CC1)C1=C(C=C(C=C1)N)OC ((R)-4-[1,3′]bipyrrolidinyl-1′-yl-3-methoxy-phenylamine). Product: C(C1=CC=CC=C1)OC1=CC(=C(C(=O)NC2=CC(=C(C=C2)N2C[C@@H](CC2)N2CCCC2)OC)C=C1)C (4-Benzyloxy-N—((R)-4-[1,3′]bipyrrolidinyl-1′-yl-3-methoxy-phenyl)-2-methyl-benzamide). As a reaction SMILES: [CH2:1]([O:8][C:9]1[CH:17]=[CH:16][C:12]([C:13]([OH:15])=O)=[C:11]([CH3:18])[CH:10]=1)[C:2]1[CH:7]=[CH:6][CH:5]=[CH:4][CH:3]=1.[N:19]1([C@@H:24]2[CH2:28][CH2:27][N:26]([C:29]3[CH:34]=[CH:33][C:32]([NH2:35])=[CH:31][C:30]=3[O:36][CH3:37])[CH2:25]2)[CH2:23][CH2:22][CH2:21][CH2:20]1>>[CH2:1]([O:8][C:9]1[CH:17]=[CH:16][C:12]([C:13]([NH:35][C:32]2[CH:33]=[CH:34][C:29]([N:26]3[CH2:27][CH2:28][C@@H:24]([N:19]4[CH2:20][CH2:21][CH2:22][CH2:23]4)[CH2:25]3)=[C:30]([O:36][CH3:37])[CH:31]=2)=[O:15])=[C:11]([CH3:18])[CH:10]=1)[C:2]1[CH:3]=[CH:4][CH:5]=[CH:6][CH:7]=1. Procedure details: According to Method P, 4-benzyloxy-2-methyl-benzoic acid was reacted with (R)-4-[1,3′]bipyrrolidinyl-1′-yl-3-methoxy-phenylamine. In this way the product was obtained with molecular weight 485.63 (C30H35N3O3); MS (ESI): 486 (M+H+).